This data is from the Open Reaction Database (ORD), a public repository of structured organic reaction records. The task is: describe an organic reaction: reactants, conditions, products, and yield Reactants: CC1=CN=C2N1CCN(C2)C(=O)OCC2=CC=CC=C2 (benzyl 3-methyl-5,6-dihydroimidazo[1,2-a]pyrazine-7(8H)-carboxylate), C1CC(=O)N(C1=O)I (NIS), S(=S)(=O)([O-])[O-].[Na+].[Na+] (sodium thiosulfate). Run in ClCCCl (1,2-dichloroethane). Product: C(C1=CC=CC=C1)OC(=O)N1CC=2N(CC1)C(=C(N2)I)C (2-Iodo-3-methyl-5,6-dihydro-8H-imidazo[1,2-a] pyrazine-7-carboxylic acid benzyl ester). The yield is 89.4%. As a reaction SMILES: [CH3:1][C:2]1[N:6]2[CH2:7][CH2:8][N:9]([C:11]([O:13][CH2:14][C:15]3[CH:20]=[CH:19][CH:18]=[CH:17][CH:16]=3)=[O:12])[CH2:10][C:5]2=[N:4][CH:3]=1.C1C(=O)N([I:28])C(=O)C1.S([O-])([O-])(=O)=S.[Na+].[Na+]>ClCCCl>[CH2:14]([O:13][C:11]([N:9]1[CH2:8][CH2:7][N:6]2[C:2]([CH3:1])=[C:3]([I:28])[N:4]=[C:5]2[CH2:10]1)=[O:12])[C:15]1[CH:20]=[CH:19][CH:18]=[CH:17][CH:16]=1 |f:2.3.4|. Reported procedure: To a solution of benzyl 3-methyl-5,6-dihydroimidazo[1,2-a]pyrazine-7(8H)-carboxylate (1.085 g, 4.00 mmol) in 1,2-dichloroethane (60 ml) was added NIS (4.50 g, 20.00 mmol) and the reaction was heated at reflux for one hour. The reaction was cooled to room temperature and poured into 100 ml of saturated 5% sodium thiosulfate solution. The layers were separated and the aqueous layer was re-extracted with 1,2-dichloroethane (40 ml). The combined organic layers were washed with water (100 ml), dried ... Starting materials: O=S1C=Nc2ccc(CCBr)cc21, CC(=O)CC(C)C, [Na+], [Na+], O=C([O-])[O-], c1ccc2c(N3CCNCC3)cccc2c1. Product: O=S1C=Nc2ccc(CCN3CCN(c4cccc5ccccc45)CC3)cc21. Reaction SMILES: [Br:1][CH2:2][CH2:3][c:4]1[cH:5][c:6]2[c:7]([cH:12][cH:13]1)[N:8]=[CH:9][S:10]2=[O:11].[CH3:36][C:37]([CH2:38][CH:39]([CH3:40])[CH3:41])=[O:42].[Na+:30].[Na+:31].[O-:32][C:33](=[O:34])[O-:35].[c:14]1([N:24]2[CH2:25][CH2:26][NH:27][CH2:28][CH2:29]2)[cH:15][cH:16][cH:17][c:18]2[cH:19][cH:20][cH:21][cH:22][c:23]12>>[CH2:2]([CH2:3][c:4]1[cH:5][c:6]2[c:7]([cH:12][cH:13]1)[N:8]=[CH:9][S:10]2=[O:11])[N:27]1[CH2:26][CH2:25][N:24]([c:14]2[cH:15][cH:16][cH:17][c:18]3[cH:19][cH:20][cH:21][cH:22][c:23]23)[CH2:29][CH2:28]1. The reactants are ClC1=NC=CC=C1Cl (2,3-dichloro-pyridine), ClC1=CC(=CC2=C1NC(=N2)N2C[C@H](NCC2)C)C(F)(F)F (7-chloro-2-[(3R)-3-methylpiperazin-1-yl]-5-(trifluoromethyl)-1H-benzoimidazole), C(C)(C)N(C(C)C)CC (N,N-diisopropylethylamine). The product is ClC1=CC(=CC2=C1NC(=N2)N2C[C@H](N(CC2)C2=NC=CC=C2Cl)C)C(F)(F)F (7-Chloro-2-[(3R)-4-(3-chloropyridin-2-yl)-3-methylpiperazin-1-yl]-5-(trifluoromethyl)-1H-benzoimidazole). Reaction SMILES: Cl[C:2]1[C:7]([Cl:8])=[CH:6][CH:5]=[CH:4][N:3]=1.[Cl:9][C:10]1[C:15]2[NH:16][C:17]([N:19]3[CH2:24][CH2:23][NH:22][C@H:21]([CH3:25])[CH2:20]3)=[N:18][C:14]=2[CH:13]=[C:12]([C:26]([F:29])([F:28])[F:27])[CH:11]=1.C(N(CC)C(C)C)(C)C>>[Cl:9][C:10]1[C:15]2[NH:16][C:17]([N:19]3[CH2:24][CH2:23][N:22]([C:2]4[C:7]([Cl:8])=[CH:6][CH:5]=[CH:4][N:3]=4)[C@H:21]([CH3:25])[CH2:20]3)=[N:18][C:14]=2[CH:13]=[C:12]([C:26]([F:29])([F:28])[F:27])[CH:11]=1. Procedure details: A mixture of 2,3-dichloro-pyridine (44 mg, 0.3 mmol, Aldrich), 7-chloro-2-[(3R)-3-methylpiperazin-1-yl]-5-(trifluoromethyl)-1H-benzoimidazole (80 mg, 0.25 mmol, Example 48a) and N,N-diisopropylethylamine (0.1 mL, 0.58 mmol, Aldrich) reacted under the conditions of Example 48b to give the title compound as a white amorphous solid. MS (ESI, pos. ion) m/z: 430 (M+1). Starting materials: O (water), [N-]=[N+]=[N-].[Na+] (sodium azide), [Cl-].[NH4+] (ammonium chloride), C12C(CCC1)O2 (Cyclopentene oxide). Run in C(C)O (ethanol). Product: N(=[N+]=[N-])[C@H]1[C@@H](CCC1)O (trans-1-azidocyclopentan-2-ol). Isolated yield 47.6%. Reaction SMILES: [CH:1]12[O:6][CH:2]1[CH2:3][CH2:4][CH2:5]2.O.[N-:8]=[N+:9]=[N-:10].[Na+].[Cl-].[NH4+]>C(O)C>[N:8]([C@@H:1]1[CH2:5][CH2:4][CH2:3][C@H:2]1[OH:6])=[N+:9]=[N-:10] |f:2.3,4.5|. Reported procedure: Cyclopentene oxide (5 g) was dissolved in ethanol (100 ml) and water (25 ml) and treated with sodium azide (3.9 g) and ammonium chloride (3.2 g) at reflux for 8 h. the mixture was cooled, excess solvent evaporated off at reduced pressure and extracted with ether. The organic solution was washed with water, dried (MgSO4) and evaporated. The residues were taken up in hexane, washed with water to remove any remaining ethanol, dried (MgSO4) and evaporated to give trans-1-azidocyclopentan-2-ol 3.6 g. The reactants are C(CCCCCCCCCCCCCCCCCCCCC)(=O)[O-].[Ag+] (silver behenate), C(CCCCCCCCCCCCCCCCCCCCC)(=O)[O-].[Ag+] (silver behenate), [Ag]Br (silver bromide). The product is C(CCCCCCCCCCCCCCCCCCCCC)(=O)[O-].[Ag+].[Ag]Br (Silver Behenate silver Bromide). Reaction SMILES: [C:1]([O-:24])(=[O:23])[CH2:2][CH2:3][CH2:4][CH2:5][CH2:6][CH2:7][CH2:8][CH2:9][CH2:10][CH2:11][CH2:12][CH2:13][CH2:14][CH2:15][CH2:16][CH2:17][CH2:18][CH2:19][CH2:20][CH2:21][CH3:22].[Ag+:25].[Ag][Br:27]>>[C:1]([O-:24])(=[O:23])[CH2:2][CH2:3][CH2:4][CH2:5][CH2:6][CH2:7][CH2:8][CH2:9][CH2:10][CH2:11][CH2:12][CH2:13][CH2:14][CH2:15][CH2:16][CH2:17][CH2:18][CH2:19][CH2:20][CH2:21][CH3:22].[Ag+:25].[Ag:25][Br:27] |f:0.1,3.4.5|. Procedure details: The transmission electron micrograph of the resulting dispersion produced at a magnification of 50,000× (1 cm=200 nm) is shown in FIG. 1. The large rod-shaped particles are silver behenate. The very small black particles, ≦40 nm in diameter, uniformly distributed over these silver behenate particles and also uniformly distributed between these particles are silver bromide particles. Reactants: C(C)OC=1C=C(CC=2C(=NC(=NC2)N)N)C=C(C1I)O (5-(3-Ethoxy-5-hydroxy-4-iodo-benzyl)-pyrimidine-2,4-diamine), ice water, CC(C)(C)[O-].[K+] (potassium tert-butylate), O1CCC(CC1)S(=O)(=O)Cl (Tetrahydropyran-4-sulphonyl chloride). The solvent is O1CCCC1 (tetrahydrofuran). Run at temperature -20 celsius, time 1 hour. The product is NC=1C=C(C=CC1)C1=C(C=C(C=C1OCC)CC=1C(=NC(=NC1)N)N)OS(=O)(=O)C1CCOCC1 (Tetrahydropyran-4-sulphonic acid 3′-amino-4-(2,4-diamino-pyrimidin-5-ylmethyl)-6-ethoxy-biphenyl-2-yl ester). RXN SMILES: [CH2:1]([O:3][C:4]1[CH:5]=[C:6]([CH:16]=[C:17]([OH:20])[C:18]=1I)[CH2:7][C:8]1[C:9]([NH2:15])=[N:10][C:11]([NH2:14])=[N:12][CH:13]=1)[CH3:2].C[C:22]([O-])([CH3:24])[CH3:23].[K+].[O:27]1[CH2:32][CH2:31][CH:30]([S:33](Cl)(=[O:35])=[O:34])[CH2:29][CH2:28]1>O1CCCC1>[NH2:10][C:9]1[CH:8]=[C:7]([C:18]2[C:4]([O:3][CH2:1][CH3:2])=[CH:5][C:6]([CH2:7][C:8]3[C:9]([NH2:15])=[N:10][C:11]([NH2:14])=[N:12][CH:13]=3)=[CH:16][C:17]=2[O:20][S:33]([CH:30]2[CH2:31][CH2:32][O:27][CH2:28][CH2:29]2)(=[O:35])=[O:34])[CH:24]=[CH:22][CH:23]=1 |f:1.2|. Reported procedure: 5-(3-Ethoxy-5-hydroxy-4-iodo-benzyl)-pyrimidine-2,4-diamine (see example 32 stage a) (2,300 mg; 5.96 mmol) is dissolved in tetrahydrofuran (70 ml), potassium tert-butylate (1,000 mg; 8.9 mmol) is added and the mixture is cooled to −20° C. Tetrahydropyran-4-sulphonyl chloride (2.2 g; 11.9 mmol) is added at this temperature and the mixture is then stirred for one hour at −20° C. The reaction mixture is poured on to ice-water and extracted twice with ethyl acetate. The organic phase is dried over s... Starting materials: CCN=C=NCCCN(C)C, CCN(C(C)C)C(C)C, Cl, NCC(=O)N1CCC(Oc2cc(F)ccc2F)CC1, CN(C)C=O, O, On1nnc2ccccc21, O=C(O)c1cn(-c2ccccc2)cn1. Yields the product O=C(NCC(=O)N1CCC(Oc2cc(F)ccc2F)CC1)c1cn(-c2ccccc2)cn1. As a reaction SMILES: [CH3:34][CH2:35][N:36]=[C:37]=[N:38][CH2:39][CH2:40][CH2:41][N:42]([CH3:43])[CH3:44].[CH:1]([N:2]([CH2:3][CH3:4])[CH:5]([CH3:6])[CH3:7])([CH3:8])[CH3:9].[ClH:45].[NH2:46][CH2:47][C:48](=[O:49])[N:50]1[CH2:51][CH2:52][CH:53]([O:56][c:57]2[c:58]([F:64])[cH:59][cH:60][c:61]([F:63])[cH:62]2)[CH2:54][CH2:55]1.[O:65]=[CH:66][N:67]([CH3:68])[CH3:69].[OH2:70].[OH:24][n:25]1[c:26]2[c:27]([cH:28][cH:29][cH:30][cH:31]2)[n:32][n:33]1.[c:10]1(-[n:16]2[cH:17][n:18][c:19]([C:21](=[O:22])[OH:23])[cH:20]2)[cH:11][cH:12][cH:13][cH:14][cH:15]1>>[c:10]1(-[n:16]2[cH:17][n:18][c:19]([C:21](=[O:23])[NH:46][CH2:47][C:48](=[O:49])[N:50]3[CH2:51][CH2:52][CH:53]([O:56][c:57]4[c:58]([F:64])[cH:59][cH:60][c:61]([F:63])[cH:62]4)[CH2:54][CH2:55]3)[cH:20]2)[cH:11][cH:12][cH:13][cH:14][cH:15]1. Reactants: COC(C=C)=O (acrylic acid methyl ester), C[Si](N1C=CC(C=C1)[Si](C)(C)C)(C)C (1,4-bis-(trimethylsilyl)-1,4-dihydropyridine). Run in O1CCCC1 (tetrahydrofuran). Conditions: temperature 50 celsius, time 70 hour. Yields the product C[Si](C)(C)N1C(C=CC=C1)C(C)C(=O)OC (trimethylsilyl-2-(1-carbomethoxyethyl)-1,2-dihydropyridine). RXN SMILES: [CH3:1][O:2][C:3](=[O:6])[CH:4]=[CH2:5].[CH3:7][Si:8]([CH3:20])([CH3:19])[N:9]1[CH:14]=[CH:13][CH:12]([Si](C)(C)C)[CH:11]=[CH:10]1>O1CCCC1>[CH3:7][Si:8]([N:9]1[CH:14]=[CH:13][CH:12]=[CH:11][CH:10]1[CH:4]([C:3]([O:2][CH3:1])=[O:6])[CH3:5])([CH3:20])[CH3:19]. Procedure details: Following the procedure of Example 1, 8.6 g (0.1 mol) of acrylic acid methyl ester are brought to reaction with 22.6 g (0.1 mol) of 1,4-bis-(trimethylsilyl)-1,4-dihydropyridine. Upon addition of 20 ml of tetrahydrofuran the mixture is stirred at 50°C for 70 hours. The distillation in high vacuum yields 21.1 g (68%) of 1,4-bis-(trimethylsilyl-2-(1-carbomethoxyethyl)-1,2-dihydropyridine. Starting materials: N([C@@H](CC1=CC(=CC=C1)F)C(=O)O)C(=O)OC(C)(C)C (BOC-3-F-Phe-OH), N[C@@H](CCCNC(N[N+](=O)[O-])=N)C(=O)OC.Cl (Arg(NO2)-OMe HCl), OC1=CC=CC=2NN=NC21 (hydroxybenzotriazole), Cl.CNC(CCNC)N=C=NCC (1,3-dimethylaminopropyl-3-ethylcarbodiimide hydrochloride). The reagents and catalysts are CN(C1=CC=NC=C1)C (4-dimethylaminopyridine). The solvent is C(Cl)Cl (methylene chloride), C(Cl)Cl (methylene chloride). The product is N[C@@H](CC1=CC(=CC=C1)F)C(=O)N[C@@H](CCCNC(N[N+](=O)[O-])=N)C(=O)OC (3-F-Phe-Arg(NO2)-OMe). Yield: 105.2%. RXN SMILES: [NH:1](C(OC(C)(C)C)=O)[C@H:2]([C:11]([OH:13])=O)[CH2:3][C:4]1[CH:9]=[CH:8][CH:7]=[C:6]([F:10])[CH:5]=1.[NH2:21][C@H:22]([C:33]([O:35][CH3:36])=[O:34])[CH2:23][CH2:24][CH2:25][NH:26][C:27](=[NH:32])[NH:28][N+:29]([O-:31])=[O:30].Cl.OC1C2N=NNC=2C=CC=1.Cl.CNC(N=C=NCC)CCNC>CN(C)C1C=CN=CC=1.C(Cl)Cl>[NH2:1][C@H:2]([C:11]([NH:21][C@H:22]([C:33]([O:35][CH3:36])=[O:34])[CH2:23][CH2:24][CH2:25][NH:26][C:27](=[NH:32])[NH:28][N+:29]([O-:31])=[O:30])=[O:13])[CH2:3][C:4]1[CH:9]=[CH:8][CH:7]=[C:6]([F:10])[CH:5]=1 |f:1.2,4.5|. Reported procedure: To a solution of 2.00 gm of BOC-3-F-Phe-OH (7.06 mmol), 2.09 gm of Arg(NO2)-OMe HCl (7.77 mmol), 1.05 gm of hydroxybenzotriazole and 2.58 gm of 4-dimethylaminopyridine in 50 mL of methylene chloride was added 1.5 gm of 1,3-dimethylaminopropyl-3-ethylcarbodiimide hydrochloride. After stirring for 15 hours 100 mL more methylene chloride was added to the reaction, and it was washed three times with 100 mL portions of 10% aqueous hydrochloric acid solution, twice with 100 mL of 50% saturated sodium ... Reactants: O=[O+][O-] (ozone), O=[O+][O-] (ozone), C(C=CC)C1C(C2=CC(=CC=C2C1)OCC)=O ((RS)-2-(2-buten-1-yl)-6-ethoxy-1-indanone). Run in ClCCl (dichloromethane), CO (methanol). Reaction conditions: time 90 minute. The product is O=CCC1C(C2=CC(=CC=C2C1)OCC)=O ((RS)-2-(2-oxoethyl)-6-ethoxy-1-indanone). Isolated yield 64.0%. RXN SMILES: [O:1]=[O+][O-].[CH2:4]([CH:8]1[CH2:16][C:15]2[C:10](=[CH:11][C:12]([O:17][CH2:18][CH3:19])=[CH:13][CH:14]=2)[C:9]1=[O:20])[CH:5]=CC>ClCCl.CO>[O:1]=[CH:5][CH2:4][CH:8]1[CH2:16][C:15]2[C:10](=[CH:11][C:12]([O:17][CH2:18][CH3:19])=[CH:13][CH:14]=2)[C:9]1=[O:20]. Procedure details: An ozone stream (3 g ozone/hour) was conducted for 90 minutes while stirring through a solution, cooled to -70°, of 5.6 g of (RS)-2-(2-buten-1-yl)-6-ethoxy-1-indanone in 150 ml of anhydrous dichloromethane and 30 ml of anhydrous methanol. Subsequently, the mixture was flushed with oxygen for 5 minutes and with argon for 10 minutes. After the addition of 2.72 ml of dimethyl sulfide, the mixture was stirred at room temperature for 15 hours. The reaction mixture was evaporated in a vacuum. The resi...